Dataset: the Open Reaction Database (ORD), a public repository of structured organic reaction records. Task: describe an organic reaction: reactants, conditions, products, and yield The reactants are Intermediate 243, FC(C(=O)O)(F)F.C(CCC)OC=1NC(=C2N=C(N=C2N1)OC)N (2-(butyloxy)-8-(methyloxy)-1H-purin-6-amine trifluoroacetate), BrCCCCC1COCCC1 (3-(4-bromobutyl)tetrahydro-2H-pyran). The product is C(CCC)OC1=NC(=C2N=C(N(C2=N1)CCCCC1COCCC1)OC)N (2-(Butyloxy)-8-(methyloxy)-9-[4-(tetrahydro-2H-pyran-3-yl)butyl]-9H-purin-6-amine). Reaction SMILES: FC(F)(F)C(O)=O.[CH2:8]([O:12][C:13]1[NH:14][C:15]([NH2:24])=[C:16]2[C:20]([N:21]=1)=[N:19][C:18]([O:22][CH3:23])=[N:17]2)[CH2:9][CH2:10][CH3:11].Br[CH2:26][CH2:27][CH2:28][CH2:29][CH:30]1[CH2:35][CH2:34][CH2:33][O:32][CH2:31]1>>[CH2:8]([O:12][C:13]1[N:21]=[C:20]2[C:16]([N:17]=[C:18]([O:22][CH3:23])[N:19]2[CH2:26][CH2:27][CH2:28][CH2:29][CH:30]2[CH2:35][CH2:34][CH2:33][O:32][CH2:31]2)=[C:15]([NH2:24])[N:14]=1)[CH2:9][CH2:10][CH3:11] |f:0.1|. Reported procedure: Prepared similarly to Intermediate 243 from 2-(butyloxy)-8-(methyloxy)-1H-purin-6-amine trifluoroacetate and 3-(4-bromobutyl)tetrahydro-2H-pyran. Starting materials: COC(=O)c1cc(-c2c(C)cnn2C)c(Cl)s1, [Na+], C1CCOC1, [OH-]. The product is Cc1cnn(C)c1-c1cc(C(=O)O)sc1Cl. Reaction SMILES: [Cl:1][c:2]1[c:3](-[c:11]2[c:12]([CH3:17])[cH:13][n:14][n:15]2[CH3:16])[cH:4][c:5]([C:7](=[O:8])[O:9][CH3:10])[s:6]1.[Na+:19].[O:20]1[CH2:21][CH2:22][CH2:23][CH2:24]1.[OH-:18]>>[Cl:1][c:2]1[c:3](-[c:11]2[c:12]([CH3:17])[cH:13][n:14][n:15]2[CH3:16])[cH:4][c:5]([C:7](=[O:8])[OH:9])[s:6]1.